The task is: describe an organic reaction: reactants, conditions, products, and yield. This data is from the Open Reaction Database (ORD), a public repository of structured organic reaction records. Starting materials: CC1(OCC(CO1)(CO)COCC)C (2,2-dimethyl-5-ethoxymethyl-5-hydroxymethyl-1,3-dioxane), O (water). The solvent is CO (methanol). Conditions: time 4 hour. Product: C(C)OCC(CO)(CO)CO (2-Ethoxymethyl-2-hydroxymethylpropan-1,3-diol), oil. As a reaction SMILES: [CH3:1][C:2]1(C)[O:7][CH2:6][C:5]([CH2:10][O:11]CC)([CH2:8][OH:9])[CH2:4][O:3]1.O>CO>[CH2:2]([O:3][CH2:4][C:5]([CH2:8][OH:9])([CH2:10][OH:11])[CH2:6][OH:7])[CH3:1]. Procedure details: A mixture consisting of 2,2-dimethyl-5-ethoxymethyl-5-hydroxymethyl-1,3-dioxane (15.0 g) and Amberlyst "15" (3.0 g) in methanol (500 ml) containing water (10 ml) was refluxed with stirring for 4 hours. The mixture was filtered and the filtrate was evaporated in vacuo. 2-Ethoxymethyl-2-hydroxymethylpropan-1,3-diol was obtained as a viscous oil (10.5 g) and was used without further purification. The yield is 50.0%. Starting materials: [H-].[Na+] (sodium hydride), [H-].[Na+] (sodium hydride), ClC(COC(=O)NC1=NOC=C1)(Cl)Cl (3-(2,2,2-trichloroethyloxycarbonylamino)isoxazole), CS(=O)(=O)OC[C@H]1CN(C(O1)=O)C1=CC(=C(C=C1)C=1CCOCC1)F (5(R)-methanesulfonyloxymethyl-3-(3-fluoro-4-(3,6-dihydro-(2H)-pyran-4-yl)phenyl)oxazolidin-2-one). Procedure: To a stirred solution of 3-(2,2,2-trichloroethyloxycarbonylamino)isoxazole (631 mg, 2.43 mmol) in dry N,N-dimethylformamide (10 ml), under a nitrogen atmosphere was added a suspension of sodium hydride (107 mg of a 60% dispersion in oil, 2.67mmol) in hexane followed by 5(R)-methanesulfonyloxymethyl-3-(3-fluoro-4-(3,6-dihydro-(2H)-pyran-4-yl)phenyl)oxazolidin-2-one (see WO 97/09328; 226 mg, 0.61 mmol) in dry DMF (3 ml). Over a period of 24 hours further batches of sodium hydride totalling (428 mg... Product: O1N=C(C=C1)NC[C@H]1CN(C(O1)=O)C1=CC(=C(C=C1)C=1CCOCC1)F (5(S)-Isoxazol-3-ylaminomethyl-3-(3-fluoro-4-(3,6-dihydro-(2H)-pyran-4-yl)phenyl)oxazolidin -2-one). Reaction conditions: temperature 55 celsius. As a reaction SMILES: ClC(Cl)(Cl)CO[C:5]([NH:7][C:8]1[CH:12]=[CH:11][O:10][N:9]=1)=O.[H-].[Na+].CS(OC[C@@H:23]1[O:27][C:26](=[O:28])[N:25]([C:29]2[CH:34]=[CH:33][C:32]([C:35]3[CH2:36][CH2:37][O:38][CH2:39][CH:40]=3)=[C:31]([F:41])[CH:30]=2)[CH2:24]1)(=O)=O>CN(C)C=O.CCCCCC>[O:10]1[CH:11]=[CH:12][C:8]([NH:7][CH2:5][C@@H:23]2[O:27][C:26](=[O:28])[N:25]([C:29]3[CH:34]=[CH:33][C:32]([C:35]4[CH2:36][CH2:37][O:38][CH2:39][CH:40]=4)=[C:31]([F:41])[CH:30]=3)[CH2:24]2)=[N:9]1 |f:1.2|. The solvent is CCCCCC (hexane), CN(C)C=O (DMF), CN(C=O)C (N,N-dimethylformamide). Starting materials: N1C(CCCC1)CCOC1=CC=C(C=C1)C1=NC2=C(N1)C=CC(=C2)C(=O)N (2-[4-(2-piperidin-2-yl-ethoxy)-phenyl]-1H-benzoimidazole-5-carboxylic acid amide), C(C1=CC=C(C=C1)OC)=O (p-anisaldehyde), C1(=CC=C(C=C1)C=O)C (p-tolualdehyde). Product: COC1=CC=C(CN2CC(CCC2)COC2=CC=C(C=C2)C2=NC3=C(N2)C=CC(=C3)C(=O)N)C=C1 (2-{4-[1-(4-Methoxy-benzyl)-piperidin-3-ylmethoxy]-phenyl}-1H-benzoimidazole-5-carboxylic acid amide). RXN SMILES: [NH:1]1[CH2:6][CH2:5][CH2:4][CH2:3][CH:2]1[CH2:7][CH2:8][O:9][C:10]1[CH:15]=[CH:14][C:13]([C:16]2[NH:20][C:19]3[CH:21]=[CH:22][C:23]([C:25]([NH2:27])=[O:26])=[CH:24][C:18]=3[N:17]=2)=[CH:12][CH:11]=1.C(=O)C1C=C[C:32]([O:35][CH3:36])=[CH:31][CH:30]=1.[C:38]1(C)[CH:43]=CC(C=O)=C[CH:39]=1>>[CH3:36][O:35][C:32]1[CH:31]=[CH:30][C:5]([CH2:6][N:1]2[CH2:43][CH2:38][CH2:39][CH:7]([CH2:8][O:9][C:10]3[CH:11]=[CH:12][C:13]([C:16]4[NH:20][C:19]5[CH:21]=[CH:22][C:23]([C:25]([NH2:27])=[O:26])=[CH:24][C:18]=5[N:17]=4)=[CH:14][CH:15]=3)[CH2:2]2)=[CH:4][CH:3]=1. Procedure details: This compound was prepared using the methods outlined in Example 27, substituting 2-[4-(piperidin-3-ylmethoxy)-phenyl]-1H-benzoimidazole-5-carboxylic acid amide for 2-[4-(2-piperidin-2-yl-ethoxy)-phenyl]-1H-benzoimidazole-5-carboxylic acid amide and p-anisaldehyde for p-tolualdehyde. HPLC (Method C): Rt=4.42. MS (ESI+): mass calcd. for C28H30N4O3, 470.58; m/z found, 471.4 [M+H]+. 1H NMR (500 MHz, CD3OD): 8.14 (s, 1H), 8.01 (d, J=8.8 Hz, 2H), 7.86 (dd, J=1.5, 8.7 Hz, 1H), 7.64 (d, J=8.8 Hz, 1H), ... The reactants are ClC=1C=C(C2=CC=C(C=C2C2=NC3=CC=C(C=C3C=C2)C2=NC3=C(N2C2CCCCC2)C=CC(=C3)C(=O)O)OC)C=CC1F (2-[2-(3′-chloro-4′-fluoro-4-methoxy-biphen-2-yl)-quinolin-6-yl]-1-cyclohexyl-1H-benzoimidazole-5-carboxylic acid), COC(=O)C1=CC2=C(N(C(=N2)C=2C=C3C=CC(=NC3=CC2)C2=C(C=CC(=C2)OC)Br)C2CCCCC2)C=C1 (2-[2-(2-Bromo-5-methoxy-phenyl)-quinolin-6-yl]-1-cyclohexyl-1H-benzoimidazole-5-carboxylic acid Methyl Ester), C(C)OC1=CC=C(C=C1)B(O)O (4-ethoxyphenylboronic acid). The product is C1(CCCCC1)N1C(=NC2=C1C=CC(=C2)C(=O)O)C=2C=C1C=CC(=NC1=CC2)C2=CC(=CC=C2C2=CC=C(C=C2)OCC)OC (1-cyclohexyl-2-[2-(4′-ethoxy-4-methoxy-biphen-2-yl)-quinolin-6-yl]-1H-benzoimidazole-5-carboxylic acid). The yield is 16.0%. RXN SMILES: Cl[C:2]1[CH:3]=[C:4]([CH:41]=[CH:42][C:43]=1F)[C:5]1[C:10]([C:11]2[CH:20]=[CH:19][C:18]3[C:13](=[CH:14][CH:15]=[C:16]([C:21]4[N:25]([CH:26]5[CH2:31][CH2:30][CH2:29][CH2:28][CH2:27]5)[C:24]5[CH:32]=[CH:33][C:34]([C:36]([OH:38])=[O:37])=[CH:35][C:23]=5[N:22]=4)[CH:17]=3)[N:12]=2)=[CH:9][C:8]([O:39][CH3:40])=[CH:7][CH:6]=1.C[O:46][C:47]([C:49]1C=CC2N(C3CCCCC3)C(C3C=C4C(=CC=3)N=C(C3C=C(OC)C=CC=3Br)C=C4)=NC=2C=1)=O.C(OC1C=CC(B(O)O)=CC=1)C>>[CH:26]1([N:25]2[C:24]3[CH:32]=[CH:33][C:34]([C:36]([OH:38])=[O:37])=[CH:35][C:23]=3[N:22]=[C:21]2[C:16]2[CH:17]=[C:18]3[C:13](=[CH:14][CH:15]=2)[N:12]=[C:11]([C:10]2[C:5]([C:4]4[CH:41]=[CH:42][C:43]([O:46][CH2:47][CH3:49])=[CH:2][CH:3]=4)=[CH:6][CH:7]=[C:8]([O:39][CH3:40])[CH:9]=2)[CH:20]=[CH:19]3)[CH2:27][CH2:28][CH2:29][CH2:30][CH2:31]1. Reported procedure: Following the full procedure and workup for Compound 366, Compound 365b (100 mg, 0.175 mmol) was reacted with 4-ethoxyphenylboronic acid (44 mg, 0.2625 mmol) to produce the title compound (17 mg, 16% yield). Starting materials: OC[C@H](CC(C)C)N ((1S)-1-(Hydroxymethyl)-3-methylbutylamine), (1S)-1-(chloromethyl)-3-methylbutanammonium chloride, BrC1=CC(=C(C=C1)N=C=S)C (4-Bromo-2-methylphenyl isothiocyanate), (1S)-1-(chloromethyl)-3-methylbutanammonium chloride, COC([C@@H](N)CC(C)C)=O ((L)-leucine methyl ester), OCCN (2-hydroxyethylamine). Yields the product BrC1=CC(=C(C=C1)N=C1SC[C@@H](N1)CC(C)C)C ((4S)-2-(4-bromo -2-methylphenylimino)-4-isobutyl-1,3-thiazolidine). As a reaction SMILES: O[CH2:2][C@@H:3]([NH2:8])[CH2:4][CH:5]([CH3:7])[CH3:6].COC(=O)[C@H](CC(C)C)N.OCCN.[Br:23][C:24]1[CH:29]=[CH:28][C:27]([N:30]=[C:31]=[S:32])=[C:26]([CH3:33])[CH:25]=1>>[Br:23][C:24]1[CH:29]=[CH:28][C:27]([N:30]=[C:31]2[NH:8][C@@H:3]([CH2:4][CH:5]([CH3:7])[CH3:6])[CH2:2][S:32]2)=[C:26]([CH3:33])[CH:25]=1. Procedure: (1S)-1-(Hydroxymethyl)-3-methylbutylamine was made from (L)-leucine methyl ester as described in Method B1b. The 2-hydroxyethylamine was converted to (1S)-1-(chloromethyl)-3-methylbutanammonium chloride as described in Method B7a. 4-Bromo-2-methylphenyl isothiocyanate was reacted with (1S)-1-(chloromethyl)-3-methylbutanammonium chloride according to Method C1a to give (4S)-2-(4-bromo -2-methylphenylimino)-4-isobutyl-1,3-thiazolidine. The thiazolidine was reacted with isobutyl bromide according t...